From a dataset of the Open Reaction Database (ORD), a public repository of structured organic reaction records. describe an organic reaction: reactants, conditions, products, and yield Reactants: COC(=O)c1cc(Br)cc(I)c1, C=C(C)B1OC(C)(C)C(C)(C)O1, O=C([O-])O, CC#N, CC(C)NC(C)C, [Na+], CC(=O)[O-], CC(=O)[O-], O, [Pd+2]. Yields the product C=C(C)c1cc(Br)cc(C(=O)OC)c1. RXN SMILES: [Br:1][c:2]1[cH:3][c:4]([C:5](=[O:6])[O:7][CH3:8])[cH:9][c:10]([I:12])[cH:11]1.[C:13](=[CH2:14])([CH3:15])[B:16]1[O:17][C:18]([CH3:19])([CH3:20])[C:21]([CH3:22])([CH3:23])[O:24]1.[C:32](=[O:33])([OH:34])[O-:35].[CH3:37][C:38]#[N:39].[CH:25]([NH:26][CH:27]([CH3:28])[CH3:29])([CH3:30])[CH3:31].[Na+:36].[O-:42][C:43]([CH3:44])=[O:45].[O-:46][C:47]([CH3:48])=[O:49].[OH2:40].[Pd+2:41]>>[Br:1][c:2]1[cH:3][c:4]([C:5](=[O:6])[O:7][CH3:8])[cH:9][c:10]([C:13](=[CH2:14])[CH3:15])[cH:11]1. Reactants: ClC=1C=C(C(=O)NC=2C=C3C(C(N(C3=CC2[N+](=O)[O-])CC)=O)(C)C)C=CN1 (2-chloro-N-(1-ethyl-3,3-dimethyl-6-nitro-2-oxo-2,3-dihydro-1H-indol-5-yl)-isonicotinamide). The reagents and catalysts are [Ni] (Raney-nickel). Yields the product ClC1=NC=CC(=C1)C1=NC=2C(=CC=3C(C(N(C3C2)CC)=O)(C)C)N1 (2-(2-Chloro-pyridin-4-yl)-5-ethyl-7,7-dimethyl-5,7-dihydro-1H-imidazo[4,5-f]indol-6-one), desired compound. RXN SMILES: [Cl:1][C:2]1[CH:3]=[C:4]([CH:25]=[CH:26][N:27]=1)[C:5]([NH:7][C:8]1[CH:9]=[C:10]2[C:14](=[CH:15][C:16]=1[N+:17]([O-])=O)[N:13]([CH2:20][CH3:21])[C:12](=[O:22])[C:11]2([CH3:24])[CH3:23])=O>[Ni]>[Cl:1][C:2]1[CH:3]=[C:4]([C:5]2[NH:7][C:8]3=[CH:9][C:10]4[C:11]([CH3:24])([CH3:23])[C:12](=[O:22])[N:13]([CH2:20][CH3:21])[C:14]=4[CH:15]=[C:16]3[N:17]=2)[CH:25]=[CH:26][N:27]=1. Procedure details: 2-(2-Chloro-pyridin-4-yl)-5-ethyl-7,7-dimethyl-5,7-dihydro-1H-imidazo[4,5-f]indol-6-one is prepared from 2-chloro-N-(1-ethyl-3,3-dimethyl-6-nitro-2-oxo-2,3-dihydro-1H-indol-5-yl)-isonicotinamide (230 mg) as described in Example 1b using Raney-nickel (50 mg) instead of Pd/C. After filtration the filtrate is poured into ice-water and the precipitate is collected by filtration to give the desired compound (140 mg). The reactants are OC1CN(C1)C(=O)N1CC(CC(C1)C1=CC=C(C=C1)C(F)(F)F)C(=O)O (1-[(3-Hydroxyazetidin-1-yl)carbonyl]-5-[4-(trifluoromethyl)phenyl]piperidine-3-carboxylic acid), FC=1C(=NC=C(C1)F)C(N)=NO (3,5-difluoro-N′-hydroxypyridine-2-carboximidamide). Product: FC=1C(=NC=C(C1)F)C1=NOC(=N1)C1CN(CC(C1)C1=CC=C(C=C1)C(F)(F)F)C(=O)N1CC(C1)O ({3-[3-(3,5-Difluoropyridin-2-yl)-1,2,4-oxadiazol-5-yl]-5-[4-(trifluoromethyl)phenyl]piperidin-1-yl}(3-hydroxyazetidin-1-yl)methanone). Reaction SMILES: [OH:1][CH:2]1[CH2:5][N:4]([C:6]([N:8]2[CH2:13][CH:12]([C:14]3[CH:19]=[CH:18][C:17]([C:20]([F:23])([F:22])[F:21])=[CH:16][CH:15]=3)[CH2:11][CH:10]([C:24]([OH:26])=O)[CH2:9]2)=[O:7])[CH2:3]1.[F:27][C:28]1[C:29]([C:35](=[N:37]O)[NH2:36])=[N:30][CH:31]=[C:32]([F:34])[CH:33]=1>>[F:27][C:28]1[C:29]([C:35]2[N:36]=[C:24]([CH:10]3[CH2:11][CH:12]([C:14]4[CH:15]=[CH:16][C:17]([C:20]([F:21])([F:23])[F:22])=[CH:18][CH:19]=4)[CH2:13][N:8]([C:6]([N:4]4[CH2:3][CH:2]([OH:1])[CH2:5]4)=[O:7])[CH2:9]3)[O:26][N:37]=2)=[N:30][CH:31]=[C:32]([F:34])[CH:33]=1. Procedure: 90.0 mg (0.242 mmol) of 1-[(3-hydroxyazetidin-1-yl)carbonyl]-5-[4-(trifluoromethyl)phenyl]piperidine-3-carboxylic acid (Example 101A) and 61.0 mg (0.266 mmol) of 3,5-difluoro-N′-hydroxypyridine-2-carboximidamide were reacted according to the General Method 1. Yield: 24 mg (19% of theory). Reactants: ClCCl, Cc1cc(N)cc(C)c1S(=O)(=O)C[N+](=O)[O-], Cc1ccccc1S(=O)(=O)N=C=O. Product: Cc1ccccc1S(=O)(=O)NC(=O)Nc1cc(C)c(S(=O)(=O)C[N+](=O)[O-])c(C)c1. As a reaction SMILES: [CH2:30]([Cl:31])[Cl:32].[CH3:14][c:15]1[cH:16][c:17]([NH2:18])[cH:19][c:20]([CH3:29])[c:21]1[S:22](=[O:23])(=[O:24])[CH2:25][N+:26](=[O:27])[O-:28].[c:1]1([CH3:13])[c:2]([S:7](=[O:8])(=[O:9])[N:10]=[C:11]=[O:12])[cH:3][cH:4][cH:5][cH:6]1>>[c:1]1([CH3:13])[c:2]([S:7](=[O:8])(=[O:9])[NH:10][C:11](=[O:12])[NH:18][c:17]2[cH:16][c:15]([CH3:14])[c:21]([S:22](=[O:23])(=[O:24])[CH2:25][N+:26](=[O:27])[O-:28])[c:20]([CH3:29])[cH:19]2)[cH:3][cH:4][cH:5][cH:6]1. The reactants are [Cl-].[Al+3].[Cl-].[Cl-] (aluminium chloride), C1(=CC=CC2=CC=CC=C12)OCC(=O)OCC (ethyl 1-naphthyloxyacetate), S1C(=CC=C1)C(=O)Cl (thiophene-2-carboxylic acid chloride), C(Cl)Cl (methylene chloride). Run in O (water). Reaction conditions: temperature -10 celsius, time 2 hour. Product: C1(=CC=CS1)C(=O)C1=CC=C(C2=CC=CC=C12)OCC(=O)OCC (Ethyl [4-(2-thenoyl)-1-naphthyloxy]-acetate). The yield is 78.7%. RXN SMILES: [C:1]1([O:11][CH2:12][C:13]([O:15][CH2:16][CH3:17])=[O:14])[C:10]2[C:5](=[CH:6][CH:7]=[CH:8][CH:9]=2)[CH:4]=[CH:3][CH:2]=1.[S:18]1[CH:22]=[CH:21][CH:20]=[C:19]1[C:23](Cl)=[O:24].C(Cl)Cl.[Cl-].[Al+3].[Cl-].[Cl-]>O>[C:19]1([C:23]([C:4]2[C:5]3[C:10](=[CH:9][CH:8]=[CH:7][CH:6]=3)[C:1]([O:11][CH2:12][C:13]([O:15][CH2:16][CH3:17])=[O:14])=[CH:2][CH:3]=2)=[O:24])[S:18][CH:22]=[CH:21][CH:20]=1 |f:3.4.5.6|. Procedure details: 483 g ethyl 1-naphthyloxyacetate and 308 g thiophene-2-carboxylic acid chloride was dissolved in 3.570 l. methylene chloride. While the mixture is being maintained at about -10° C., 291 g aluminium chloride are introduced slowly; after 2 hours at -10° C., the mixture is brought back to 25° C. and the stirring maintained for 12 hours. The mixture is then poured into 2 Kg iced water, the organic phase decanted off, washed with dilute aqueous sodium hydroxide solution then water and the solvent eva... Run at time 1 hour. The yield is 22.1%. Reaction SMILES: OS(O)(=O)=O.O=P12OP3(OP(OP(O3)(O1)=O)(=O)O2)=O.[F:20][C:21]1[CH:22]=[C:23]([C:27]2([C:33]([CH:35]([C:41]([O:43][CH2:44][CH3:45])=[O:42])[C:36]([O:38]CC)=O)=[O:34])[CH2:32][CH2:31][O:30][CH2:29][CH2:28]2)[CH:24]=[CH:25][CH:26]=1>>[F:20][C:21]1[CH:22]=[C:23]2[C:24]([C:36]([OH:38])=[C:35]([C:41]([O:43][CH2:44][CH3:45])=[O:42])[C:33](=[O:34])[C:27]32[CH2:32][CH2:31][O:30][CH2:29][CH2:28]3)=[CH:25][CH:26]=1. Reactants: OS(=O)(=O)O (H2SO4), O=P12OP3(=O)OP(=O)(O1)OP(=O)(O2)O3 (P2O5), FC=1C=C(C=CC1)C1(CCOCC1)C(=O)C(C(=O)OCC)C(=O)OCC (diethyl 2-(4-(3-fluorophenyl)-tetrahydro-2H-pyran-4-carbonyl)malonate). Reported procedure: H2SO4 (25 mL, 296 mmol) was cooled to 0° C. and treated with P2O5 (10 g, 70 mmol). The mixture was brought to room temperature and was then added to diethyl 2-(4-(3-fluorophenyl)-tetrahydro-2H-pyran-4-carbonyl)malonate (4.23 g, 12 mmol). The resulting reaction mixture was then stirred for 1 hour. Ice (H2O) was added, and the aqueous mixture was extracted with EtOAc (2×). The combined organic layers were washed with water (2×) and brine, dried (MgSO4), and concentrated in vacuo to give the crude ... The product is FC1=CC=C2C(=C(C(C3(CCOCC3)C2=C1)=O)C(=O)OCC)O (Ethyl 7-fluoro-4-hydroxy-2-oxo-2′,3′,5′,6′-tetrahydro-spiro[naphthalene-1,4′-pyran]-3-carboxylate). The reactants are NC1=NC=CC2=CC=CC=C12 (1-amino-isoquinoline), C1(=CC=C(C=C1)C(Br)C(=O)C(C1=CC=C(C=C1)C1=CC=CC=C1)Br)C1=CC=CC=C1 ([(1,1'-biphenyl)-4-yl]-bromomethyl-ketone). Run in C(Cl)(Cl)Cl (chloroform). Run at temperature 100 celsius. Product: C1(=CC=C(C=C1)C=1N=C2N(C=CC3=CC=CC=C23)C1)C1=CC=CC=C1 (2-[(1,1'-Biphenyl)-4-yl]-imidazo[2,1-a]isoquinoline). Reaction SMILES: [NH2:1][C:2]1[C:11]2[C:6](=[CH:7][CH:8]=[CH:9][CH:10]=2)[CH:5]=[CH:4][N:3]=1.[C:12]1([C:36]2[CH:41]=[CH:40][CH:39]=[CH:38][CH:37]=2)[CH:17]=[CH:16][C:15]([CH:18]([C:20](C(Br)C2C=CC(C3C=CC=CC=3)=CC=2)=O)Br)=[CH:14][CH:13]=1>C(Cl)(Cl)Cl>[C:12]1([C:36]2[CH:37]=[CH:38][CH:39]=[CH:40][CH:41]=2)[CH:13]=[CH:14][C:15]([C:18]2[N:1]=[C:2]3[C:11]4[C:6](=[CH:7][CH:8]=[CH:9][CH:10]=4)[CH:5]=[CH:4][N:3]3[CH:20]=2)=[CH:16][CH:17]=1. Procedure: A solution of 4.32 g. (0.03 mole) of 1-amino-isoquinoline and 8.25 g. (0.03 mole) of [(1,1'-biphenyl)-4-yl]-bromomethyl-ketone in 100 ml. of chloroform was heated on a boiling water bath for about 10 minutes until a precipitate separated. The solvent was distilled off at atmospheric pressure and the residue was heated under vacuum for 30 minutes at 100° C. It was subsequently taken up with 50 ml of water and the resulting solution was made alkaline by means of 70 ml. of aqueous 10% sodium hydrox...